From a dataset of the Open Reaction Database (ORD), a public repository of structured organic reaction records. describe an organic reaction: reactants, conditions, products, and yield The reactants are CC1=CC(=C(C=C1)C1=CC=C2C=NC(=NN21)SC)[N+](=O)[O-] (7-(4-Methyl-2-nitro-phenyl)-2-methylsulfanyl-pyrrolo[2,1-f][1,2,4]triazine), [Cl-].[NH4+] (ammonium chloride), C(C)O (ethanol), O (water). The reagents and catalysts are [Fe] (iron). Run at temperature 100 celsius. Yields the product CC=1C=CC(=C(C1)N)C1=CC=C2C=NC(=NN21)SC (5-Methyl-2-(2-methylsulfanyl-pyrrolo[2,1-f][1,2,4]triazin-7-yl)-phenylamine). Isolated yield 86.5%. As a reaction SMILES: [CH3:1][C:2]1[CH:7]=[CH:6][C:5]([C:8]2[N:16]3[C:11]([CH:12]=[N:13][C:14]([S:17][CH3:18])=[N:15]3)=[CH:10][CH:9]=2)=[C:4]([N+:19]([O-])=O)[CH:3]=1.[Cl-].[NH4+].C(O)C.O>[Fe]>[CH3:1][C:2]1[CH:7]=[CH:6][C:5]([C:8]2[N:16]3[C:11]([CH:12]=[N:13][C:14]([S:17][CH3:18])=[N:15]3)=[CH:10][CH:9]=2)=[C:4]([NH2:19])[CH:3]=1 |f:1.2|. Reported procedure: A mixture of 7-(4-Methyl-2-nitro-phenyl)-2-methylsulfanyl-pyrrolo[2,1-f][1,2,4]triazine (620 mg, 2.1 mmol), iron (346 mg, 6.19 mmol), ammonium chloride (55.2 mg, 1.03 mmol) in ethanol (12.0 mL, 206 mmol) and water (8 mL, 400 mmol) was heated at 100° C. The mixture was cooled, solvent was evaporated and was diluted with water and EtOAc. It was filtered through a pad of celite, extracted from EtOAc, combined organic was washed with brine. After drying, solvent was evaporated to give 5-Methyl-2-(2-... Starting materials: CN1C(C2=CC=CC=C2C[C@@H]1C(=O)O)=O ((3R)-2-methyl-1-oxo-1,2,3,4-tetrahydroisoquinoline-3-carboxylic acid), C1CCC(CC1)N=C=NC2CCCCC2 (DCC), CN(C)C=O (DMF), N[C@@H](CC1=CNC=N1)C(=O)N1[C@H](C(=O)N)CCC1 (L-histidyl-L-prolinamide). Run in C(C)N(CC)CC (triethylamine). Run at time 2 day. The product is O=C1N([C@@H](CC2=CC=CC=C12)C(=O)N[C@@H](CC1=CNC=N1)C(=O)N1[C@H](C(=O)N)CCC1)C (Nα -[(3S)-1-oxo-2-methyl-1,2,3,4-tetrahydroisoquinoline-3-carbonyl]-L-histidyl-L-prolinamide). The yield is 47.6%. As a reaction SMILES: [CH3:1][N:2]1[C@@H:11]([C:12]([OH:14])=O)[CH2:10][C:9]2[C:4](=[CH:5][CH:6]=[CH:7][CH:8]=2)[C:3]1=[O:15].C1CCC(N=C=NC2CCCCC2)CC1.CN(C=O)C.[NH2:36][C@H:37]([C:44]([N:46]1[CH2:53][CH2:52][CH2:51][C@H:47]1[C:48]([NH2:50])=[O:49])=[O:45])[CH2:38][C:39]1[N:43]=[CH:42][NH:41][CH:40]=1>C(N(CC)CC)C>[O:15]=[C:3]1[C:4]2[C:9](=[CH:8][CH:7]=[CH:6][CH:5]=2)[CH2:10][C@@H:11]([C:12]([NH:36][C@H:37]([C:44]([N:46]2[CH2:53][CH2:52][CH2:51][C@H:47]2[C:48]([NH2:50])=[O:49])=[O:45])[CH2:38][C:39]2[N:43]=[CH:42][NH:41][CH:40]=2)=[O:14])[N:2]1[CH3:1]. Procedure: A solution of (3R)-2-methyl-1-oxo-1,2,3,4-tetrahydroisoquinoline-3-carboxylic acid (350 mg), DCC (412 mg) and DMF (8 ml) is stirred at 9° C. for 1.5 hours, and L-histidyl-L-prolinamide.2HBr (702 mg) and triethylamine (0.49 ml) are added thereto. The mixture is stirred for 2 days. Insoluble materials are filtered off, and the filtrate is distilled under reduced pressure to remove DMF. The residue is dissolved in an aqueous sodium bicarbonate solution, and the solution is passed through a column (... The reactants are C1(CC=CCC1)CO (3-cyclohexene-1-methanol), C(C)(C)N(C(C)C)CC (N,N-diisopropylethylamine), C(C)(C)(C)[Si](Cl)(C1=CC=CC=C1)C1=CC=CC=C1 (tert-butyldiphenylchlorosilane). Reagents/catalysts: CN(C1=CC=NC=C1)C (4-dimethylaminopyridine). Conditions: temperature 25 celsius, time 48 hour. Product: [Si](C1=CC=CC=C1)(C1=CC=CC=C1)(C(C)(C)C)OC=C1C=CCCC1 (3-(tert-butyldiphenylsilyloxymethylene)-1-cyclohexene). Reaction SMILES: [CH:1]1([CH2:7][OH:8])[CH2:6][CH2:5][CH:4]=[CH:3][CH2:2]1.C(N(CC)C(C)C)(C)C.[C:18]([Si:22]([C:30]1[CH:35]=[CH:34][CH:33]=[CH:32][CH:31]=1)([C:24]1[CH:29]=[CH:28][CH:27]=[CH:26][CH:25]=1)Cl)([CH3:21])([CH3:20])[CH3:19]>CN(C)C1C=CN=CC=1>[Si:22]([O:8][CH:7]=[C:1]1[CH2:6][CH2:5][CH2:4][CH:3]=[CH:2]1)([C:18]([CH3:21])([CH3:20])[CH3:19])([C:30]1[CH:31]=[CH:32][CH:33]=[CH:34][CH:35]=1)[C:24]1[CH:29]=[CH:28][CH:27]=[CH:26][CH:25]=1. Procedure: To a mixture of 3-cyclohexene-1-methanol (Aldrich, 13.0 mL, 0.11 mol), N,N-diisopropylethylamine (43 mL, 0.244 mol) and 4-dimethylaminopyridine (2.70 g., 0.022 mol) in 375 mL of dry CH2CI2 under N2 at 25° C. was added tert-butyldiphenylchlorosilane (32 mL, 0.123 mol). The mixture was stirred at 25° C. for 48 hours. The reaction mixture was washed sequentially with 150 mL portions of 1N HCl, water, brine and dried over anhydrous MgSO4. The solvent was evaporated. The residue was loaded onto a 4"×... Starting materials: NCCCN (1,3-Diaminopropane), ClC=1C=C(C=C(C1)Cl)S(=O)(=O)Cl (3,5-dichlorobenzenesulfonyl chloride). Run in O1CCOCC1 (1,4-dioxane), O1CCOCC1 (1,4-dioxane). The product is NCCCNS(=O)(=O)C1=CC(=CC(=C1)Cl)Cl (N-(3-Aminopropyl)-3,5-dichlorobenzenesulfonamide). Yield: 29.2%. As a reaction SMILES: [NH2:1][CH2:2][CH2:3][CH2:4][NH2:5].[Cl:6][C:7]1[CH:8]=[C:9]([S:14](Cl)(=[O:16])=[O:15])[CH:10]=[C:11]([Cl:13])[CH:12]=1>O1CCOCC1>[NH2:1][CH2:2][CH2:3][CH2:4][NH:5][S:14]([C:9]1[CH:8]=[C:7]([Cl:6])[CH:12]=[C:11]([Cl:13])[CH:10]=1)(=[O:16])=[O:15]. Procedure: 1,3-Diaminopropane (6 g, 81.5 mmol) was dissolved in 45 ml of 1,4-dioxane, and at 15-20° C. a solution of 3,5-dichlorobenzenesulfonyl chloride (2 g, 8.15 mmol) in 5 ml of 1,4-dioxane was slowly added over 3 hours under stirring. Stirring was continued at RT. After 30 hours the formed precipitate was filtered off and the filtrate concentrated in vacuo. The residue was distributed between ethyl acetate and water. The organic layer was separated, dried with magnesium sulfate, filtered, and concentr... Starting materials: Cl.C(C1=CC=CC=C1)C1N(CCC(C1(C)C)=O)C (2-benzyl-1,3,3-trimethyl-4-piperidone hydrochloride). Reagents/catalysts: [Pt]=O (platinum oxide). The solvent is CO (methanol). Yields the product Cl.C(C1=CC=CC=C1)C1N(CCC(C1(C)C)O)C (2-Benzyl-1,3,3-trimethyl-4-piperidinol hydrochloride). Yield: 98.0%. RXN SMILES: [ClH:1].[CH2:2]([CH:9]1[C:14]([CH3:16])([CH3:15])[C:13](=[O:17])[CH2:12][CH2:11][N:10]1[CH3:18])[C:3]1[CH:8]=[CH:7][CH:6]=[CH:5][CH:4]=1>CO.[Pt]=O>[ClH:1].[CH2:2]([CH:9]1[C:14]([CH3:16])([CH3:15])[CH:13]([OH:17])[CH2:12][CH2:11][N:10]1[CH3:18])[C:3]1[CH:4]=[CH:5][CH:6]=[CH:7][CH:8]=1 |f:0.1,4.5|. Procedure: A solution of 9 g of 2-benzyl-1,3,3-trimethyl-4-piperidone hydrochloride in 50 ml of methanol is submitted to catalytic hydrogenation at room temperature and atmospheric pressure, with 0.4 g platinum oxide as the catalyst. The product is crystallized from ethanol/ether. Yield 98%. Melting point, after recrystallization, 213°-222° C.